This data is from the Open Reaction Database (ORD), a public repository of structured organic reaction records. The task is: describe an organic reaction: reactants, conditions, products, and yield Reactants: [OH-].[Na+] (sodium hydroxide), Cl.C(C)(C)NO (N-Isopropylhydroxylamine hydrochloride), C(C)OCC (diethyl ether), CSC1=CC=C(C=C1)N=C=O (4-(methylthio)phenyl isocyanate). Run in O (water), C(C)(=O)OCC (ethyl acetate), O (water). The product is ON(C(=O)NC1=CC=C(C=C1)SC)C(C)C (1-Hydroxy-1-(1-methylethyl)-3-[4-(methylthio)phenyl]urea). Isolated yield 55.0%. RXN SMILES: Cl.[CH:2]([NH:5][OH:6])([CH3:4])[CH3:3].C(OCC)C.[OH-].[Na+].[CH3:14][S:15][C:16]1[CH:21]=[CH:20][C:19]([N:22]=[C:23]=[O:24])=[CH:18][CH:17]=1>O.C(OCC)(=O)C>[OH:6][N:5]([CH:2]([CH3:4])[CH3:3])[C:23]([NH:22][C:19]1[CH:20]=[CH:21][C:16]([S:15][CH3:14])=[CH:17][CH:18]=1)=[O:24] |f:0.1,3.4|. Reported procedure: N-Isopropylhydroxylamine hydrochloride (1.35 g, 12.1 mnmol) was dissolved in water (2 mL) then combined with diethyl ether (25 mL) followed by the addition of a solution of sodium hydroxide (0.48 g, 12.1 mmol) in water (2 mL). The reaction mixture was allowed to stir for several minutes then 4-(methylthio)phenyl isocyanate (2.0 g, 12.1 mmol) was added via pipette. A white precipitate formed. The reaction mixture was allowed to stir at ambient temperature overnight. The solid was isolated by filt... Reactants: O[Li].O (LiOH.H2O), C(C)C1CC=2C(=NC(=C(N2)C2=CC=C(C=C2)C)C2=CC=C(C=C2)C)N(C1)CCCCCCC(=O)OCC (ethyl 7-(7-ethyl-2,3-di-p-tolyl-7,8-dihydropyrido[2,3-b]pyrazin-5(6H)-yl)heptanoate), O[Li].O (LiOH.H2O). The solvent is C1CCOC1.O (THF H2O). Run at time 8 hour. The product is C(C)C1CC=2C(=NC(=C(N2)C2=CC=C(C=C2)C)C2=CC=C(C=C2)C)N(C1)CCCCCCC(=O)O (7-(7-Ethyl-2,3-di-p-tolyl-7,8-dihydropyrido[2,3-b]pyrazin-5(6H)-yl)heptanoic acid). RXN SMILES: [CH2:1]([CH:3]1[CH2:26][N:25]([CH2:27][CH2:28][CH2:29][CH2:30][CH2:31][CH2:32][C:33]([O:35]CC)=[O:34])[C:6]2=[N:7][C:8]([C:18]3[CH:23]=[CH:22][C:21]([CH3:24])=[CH:20][CH:19]=3)=[C:9]([C:11]3[CH:16]=[CH:15][C:14]([CH3:17])=[CH:13][CH:12]=3)[N:10]=[C:5]2[CH2:4]1)[CH3:2].O[Li].O>C1COCC1.O>[CH2:1]([CH:3]1[CH2:26][N:25]([CH2:27][CH2:28][CH2:29][CH2:30][CH2:31][CH2:32][C:33]([OH:35])=[O:34])[C:6]2=[N:7][C:8]([C:18]3[CH:19]=[CH:20][C:21]([CH3:24])=[CH:22][CH:23]=3)=[C:9]([C:11]3[CH:12]=[CH:13][C:14]([CH3:17])=[CH:15][CH:16]=3)[N:10]=[C:5]2[CH2:4]1)[CH3:2] |f:1.2,3.4|. Procedure: A (0° C.) cooled solution of ethyl 7-(7-ethyl-2,3-di-p-tolyl-7,8-dihydropyrido[2,3-b]pyrazin-5(6H)-yl)heptanoate (0.22 g, 0.44 mmol) in THF:H2O (4:1, 5 ml) was treated with LiOH.H2O (0.072 g, 1.76 mmol) and stirred at RT overnight. A further 2 equivalents of LiOH.H2O was added and the reaction mixture was heated to 50° C. for 4 hours. The solvent was removed under reduced pressure and the aqueous layer was acidified to pH 3 and partitioned between water and ethyl acetate. The organic layer was w... The reactants are COC=1C=C2C=CC(=CC2=CC1)C(C(=O)OCC)O (ethyl 6-methoxy- 2-naphthylglycolate), P(Br)(Br)(Br)(Br)Br (phosphorus pentabromide). The solvent is petroleum ether. Yields the product BrC(C(=O)OCC)C1=CC2=CC=C(C=C2C=C1)OC (ethyl α-bromo-6-methoxy-2-naphthylacetate). As a reaction SMILES: [CH3:1][O:2][C:3]1[CH:4]=[C:5]2[C:10](=[CH:11][CH:12]=1)[CH:9]=[C:8]([CH:13](O)[C:14]([O:16][CH2:17][CH3:18])=[O:15])[CH:7]=[CH:6]2.P(Br)(Br)(Br)(Br)[Br:21]>>[Br:21][CH:13]([C:8]1[CH:7]=[CH:6][C:5]2[C:10](=[CH:11][CH:12]=[C:3]([O:2][CH3:1])[CH:4]=2)[CH:9]=1)[C:14]([O:16][CH2:17][CH3:18])=[O:15]. Reported procedure: To 0.0476 moles of ethyl 6-methoxy- 2-naphthylglycolate there is added slowly with stirring at 40°-50°C 23 g. (0.053 moles) of phosphorus pentabromide. The mixture is stirred at room temperature for 16 hours, then diluted with 70 ml. of petroleum ether, and poured into 125 ml. of ice-cold water. The organic phase is separated, washed with saturated aqueous sodium hydrogen carbonate solution, dried over anhydrous sodium sulfate, filtered and the solvent removed in vacuo to obtain ethyl α-bromo-6-... Starting materials: CO (methanol), [OH-].[Na+] (NaOH), COC(C(=O)OC)OC (methyl dimethoxyacetate), C(CC)NC1=C(C=CC=C1)S(=O)(=O)N (2-(propylamino)benzenesulfonamide). Run in O (water), O1CCOCC1 (1,4-dioxane). Run at time 1.5 hour. Yields the product C(CC)N1C(NS(C2=C1C=CC=C2)(=O)=O)C(=O)O (3,4-Dihydro-4-propyl-2H-1,2,4-benzothiadiazine-3-carboxylic acid 1,1-dioxide). Isolated yield 44.0%. As a reaction SMILES: C[O:2][CH:3]([O:8]C)[C:4](OC)=O.CO.[CH2:12]([NH:15][C:16]1[CH:21]=[CH:20][CH:19]=[CH:18][C:17]=1[S:22]([NH2:25])(=[O:24])=[O:23])[CH2:13][CH3:14].[OH-].[Na+]>O.O1CCOCC1>[CH2:12]([N:15]1[C:16]2[CH:21]=[CH:20][CH:19]=[CH:18][C:17]=2[S:22](=[O:24])(=[O:23])[NH:25][CH:4]1[C:3]([OH:8])=[O:2])[CH2:13][CH3:14] |f:3.4|. Procedure details: This compound was prepared according to the method of Close et. al., J. Org. Chem., 1961, 26, 3423-3433, incorporated by reference herein in its entirety. Thus, a solution of methyl dimethoxyacetate (3.6 g, 27.3 mmol) in water (50 l) was refluxed for 2.5 hours. A stillhead was attached and the methanol so generated was allowed to distill off (a total of 10 ml of liquid was collected, of which 5 ml was replenished with water). To the hot solution was added 2-(propylamino)benzenesulfonamide (4.5 g... Starting materials: [OH-].[Na+] (sodium hydroxide), C(C)OC(CN(CC1=CC=CC=C1)C(C1=CC(=CC=C1)C(NCC1=CC2=C(OCO2)C=C1)=O)=O)=O (({3-[(1,3-benzodioxol-5-ylmethyl)-carbamoyl]-benzoyl}-benzyl-amino)-acetic acid ethyl ester), O (water), O1CCOCC1 (dioxane). Run in C(C)O (ethanol). Run at temperature 50 celsius, time 24 hour. Product: O1COC2=C1C=CC(=C2)CNC(=O)C=2C=C(C(=O)N(CC1=CC=CC=C1)CC(=O)O)C=CC2 (({3-[(1,3-Benzodioxol-5-ylmethyl)-carbamoyl]-benzoyl}-benzyl-amino)-acetic acid). Reaction SMILES: C([O:3][C:4](=[O:35])[CH2:5][N:6]([C:14](=[O:34])[C:15]1[CH:20]=[CH:19][CH:18]=[C:17]([C:21](=[O:33])[NH:22][CH2:23][C:24]2[CH:32]=[CH:31][C:27]3[O:28][CH2:29][O:30][C:26]=3[CH:25]=2)[CH:16]=1)[CH2:7][C:8]1[CH:13]=[CH:12][CH:11]=[CH:10][CH:9]=1)C.O.O1CCOCC1.[OH-].[Na+]>C(O)C>[O:28]1[C:27]2[CH:31]=[CH:32][C:24]([CH2:23][NH:22][C:21]([C:17]3[CH:16]=[C:15]([CH:20]=[CH:19][CH:18]=3)[C:14]([N:6]([CH2:5][C:4]([OH:35])=[O:3])[CH2:7][C:8]3[CH:13]=[CH:12][CH:11]=[CH:10][CH:9]=3)=[O:34])=[O:33])=[CH:25][C:26]=2[O:30][CH2:29]1 |f:3.4|. Reported procedure: To a solution of N-benzo[1,3]dioxol-5-ylmethyl-isophthalamic acid (3.0 g, 10 mmol) in methylene chloride was added 1-hydroxy-benzotriazole monohydrate (“HOBt”) (1.35 g, 10 mmol) and ethyl N-benzylglycine (1.94 g, 10 mmol). To this was added 1-(3-dimethylamino-propyl)-3-ethylcarbodiimide hydrochloride (“EDAC”) (1.92 g, 10 mmol) and the mix stirred at room temperature for 24 hours. The solution treated with water (150 mL) and the organic phase separated, washed with 10% citric acid (100 mL), satur... Product: CC1=NC(=CC=C1)CS(=O)C1=CC=CC=C1 (2-Methyl-6-((phenylsulphinyl)methyl)pyridine). Procedure details: A solution of 2-methyl-6-((phenylthio)methyl)pyridine is reacted with m-chloroperoxybenzoic acid according to the method of Example 18 to give the title compound. Reactants: CC1=NC(=CC=C1)CSC1=CC=CC=C1 (2-methyl-6-((phenylthio)methyl)pyridine), ClC=1C=C(C(=O)OO)C=CC1 (m-chloroperoxybenzoic acid). As a reaction SMILES: [CH3:1][C:2]1[CH:7]=[CH:6][CH:5]=[C:4]([CH2:8][S:9][C:10]2[CH:15]=[CH:14][CH:13]=[CH:12][CH:11]=2)[N:3]=1.ClC1C=C(C=CC=1)C(OO)=[O:21]>>[CH3:1][C:2]1[CH:7]=[CH:6][CH:5]=[C:4]([CH2:8][S:9]([C:10]2[CH:15]=[CH:14][CH:13]=[CH:12][CH:11]=2)=[O:21])[N:3]=1. Reactants: COC(C(=O)NCc1ccc(C#N)cc1)c1ccc(O)cc1, O=C([O-])[O-], CCI, [Cs+], [Cs+], CN(C)C=O. Product: CCOc1ccc(C(OC)C(=O)NCc2ccc(C#N)cc2)cc1. As a reaction SMILES: [C:1](#[N:2])[c:3]1[cH:4][cH:5][c:6]([CH2:7][NH:8][C:9]([CH:10]([O:11][CH3:12])[c:13]2[cH:14][cH:15][c:16]([OH:19])[cH:17][cH:18]2)=[O:20])[cH:21][cH:22]1.[C:23](=[O:24])([O-:25])[O-:26].[CH2:28]([CH3:29])[I:30].[Cs+:27].[Cs+:31].[O:32]=[CH:33][N:34]([CH3:35])[CH3:36]>>[C:1](#[N:2])[c:3]1[cH:4][cH:5][c:6]([CH2:7][NH:8][C:9]([CH:10]([O:11][CH3:12])[c:13]2[cH:14][cH:15][c:16]([O:19][CH2:28][CH3:29])[cH:17][cH:18]2)=[O:20])[cH:21][cH:22]1.